From a dataset of the Open Reaction Database (ORD), a public repository of structured organic reaction records. describe an organic reaction: reactants, conditions, products, and yield Reactants: BrC=1C(=C(C(=NC1)N)[N+](=O)[O-])N1CCN(CC1)CC1=CC=C(C=C1)F (5-bromo-4-(4-(4-fluorobenzyl)piperazin-1-yl)-3-nitropyridin-2-amine), O1CCN(CC1)CC1=CC=C(C=O)C=C1 (4-(morpholinomethyl)benzaldehyde), [O-]S(=O)S(=O)[O-].[Na+].[Na+] (Na2S2O4). The solvent is CCO (EtOH), CCO (EtOH). Reaction conditions: temperature 85 celsius. Yields the product BrC=1C(=C2C(=NC1)NC(=N2)C2=CC=C(CN1CCOCC1)C=C2)N2CCN(CC2)CC2=CC=C(C=C2)F (4-(4-(6-Bromo-7-(4-(4-fluorobenzyl)piperazin-1-yl)-3H-imidazo[4,5-b]pyridin-2-yl)benzyl)morpholine). As a reaction SMILES: [Br:1][C:2]1[C:3]([N:12]2[CH2:17][CH2:16][N:15]([CH2:18][C:19]3[CH:24]=[CH:23][C:22]([F:25])=[CH:21][CH:20]=3)[CH2:14][CH2:13]2)=[C:4]([N+:9]([O-])=O)[C:5]([NH2:8])=[N:6][CH:7]=1.[O:26]1[CH2:31][CH2:30][N:29]([CH2:32][C:33]2[CH:40]=[CH:39][C:36]([CH:37]=O)=[CH:35][CH:34]=2)[CH2:28][CH2:27]1.[O-]S(S([O-])=O)=O.[Na+].[Na+]>CCO>[Br:1][C:2]1[C:3]([N:12]2[CH2:17][CH2:16][N:15]([CH2:18][C:19]3[CH:24]=[CH:23][C:22]([F:25])=[CH:21][CH:20]=3)[CH2:14][CH2:13]2)=[C:4]2[N:9]=[C:37]([C:36]3[CH:35]=[CH:34][C:33]([CH2:32][N:29]4[CH2:30][CH2:31][O:26][CH2:27][CH2:28]4)=[CH:40][CH:39]=3)[NH:8][C:5]2=[N:6][CH:7]=1 |f:2.3.4|. Procedure: To a mixture of 5-bromo-4-(4-(4-fluorobenzyl)piperazin-1-yl)-3-nitropyridin-2-amine (0.12 g, 0.30 mmol) and EtOH (5 mL), 4-(morpholinomethyl)benzaldehyde (0.068, 0.33 mmol) in EtOH (1.8 mL) was added followed by a freshly prepared aqueous solution of Na2S2O4 (1M; 0.9 mL, 0.9 mmol). The reaction mixture was heated at 85° C. for 24 h, then allowed to cool to room temperature and the solvents were removed in vacuo. The residue was absorbed on silica gel and purified by column chromatography on a Bi... Reactants: dicarboxylic acid dimethyl ester, N1=CC(=CC=C1)CO (3-pyridylcarbinol), C1(=C(C(=CC(=C1)C)C)S(=O)(=O)ON)C (O-mesitylenesulfonylhydroxylamine), COC(=O)C#CC(=O)OC (acetylene dicarboxylic acid dimethyl ester), OS(=O)(=O)O (H2SO4). Product: OCC=1C=2N(C=CC1)N=C(C2)C(=O)O (4-hydroxymethylpyrazolo[1,5-a]pyridine-2-carboxylic acid). Reaction SMILES: [N:1]1[CH:6]=[CH:5][CH:4]=[C:3]([CH2:7][OH:8])[CH:2]=1.C1(C)C=C(C)C=C(C)C=1S(O[NH2:21])(=O)=O.C[O:24][C:25]([C:27]#[C:28]C(OC)=O)=[O:26].OS(O)(=O)=O>>[OH:8][CH2:7][C:3]1[C:2]2[N:1]([N:21]=[C:27]([C:25]([OH:24])=[O:26])[CH:28]=2)[CH:6]=[CH:5][CH:4]=1. Procedure: In Scheme I, dicarboxylic acid dimethyl ester 1 is prepared by reaction of the 3-pyridylcarbinol analogue with O-mesitylenesulfonylhydroxylamine in the presence of acetylene dicarboxylic acid dimethyl ester. Reaction of 1 with aqueous H2SO4 affords the 4-hydroxymethylpyrazolo[1,5-a]pyridine-2-carboxylic acid analogue, which is converted to the ethyl ester 2 by reaction with acetyl chloride in absolute ethanol. Oxidation of 2 with Jones reagent yields carboxylic acid 3, which is converted to amid... Reactants: N1C=CC2=C(C=CC=C12)OCCCl (2-(1H-indol-4-yloxy)ethylchloride), N1C(=CC2=CC=CC=C12)C(CCN)C (3-indolyl-butylamine). Product: N1C=C(C2=CC=CC=C12)C(CCNCCOC1=C2C=CNC2=CC=C1)C ([3-(1H-Indol-3-yl)butyl]-[2-(1H-indol-4-yloxy)ethyl]amine). Isolated yield 43.0%. Reaction SMILES: [NH:1]1[C:9]2[C:4](=[C:5]([O:10][CH2:11][CH2:12]Cl)[CH:6]=[CH:7][CH:8]=2)[CH:3]=[CH:2]1.[NH:14]1[C:22]2[C:17](=[CH:18][CH:19]=[CH:20][CH:21]=2)[CH:16]=[C:15]1C(C)CCN>>[NH:14]1[C:22]2[C:17](=[CH:18][CH:19]=[CH:20][CH:21]=2)[C:16]([CH:4]([CH3:5])[CH2:3][CH2:2][NH:1][CH2:12][CH2:11][O:10][C:5]2[CH:6]=[CH:7][CH:8]=[C:9]3[C:4]=2[CH:3]=[CH:2][NH:1]3)=[CH:15]1. Procedure details: This compound was prepared in the manner described above for Example 5 using 2-(1H-indol-4-yloxy)ethylchloride and 3-indolyl-butylamine in 43% yield as an off-white solid: mp 70-73° C. The reactants are CC(C)(C)C1=CC=C(C=C1)C1=C(N=NS1)S (5-[4-(1,1-dimethylethyl)phenyl]-1,2,3-thiadiazole-4-thiol), [K] (potassium), BrCC(=O)OCC (ethyl bromoacetate). Run in C(C)O (ethanol). Yields the product C(C)OC(CSC=1N=NSC1C1=CC=C(C=C1)C(C)(C)C)=O ([[5-[4-(1,1-Dimethylethyl)phenyl]-1,2,3-thiadiazol-4-yl]thio]acetic acid ethyl ester). Isolated yield 83.2%. Reaction SMILES: [CH3:1][C:2]([C:5]1[CH:10]=[CH:9][C:8]([C:11]2[S:15][N:14]=[N:13][C:12]=2[SH:16])=[CH:7][CH:6]=1)([CH3:4])[CH3:3].[K].Br[CH2:19][C:20]([O:22][CH2:23][CH3:24])=[O:21]>C(O)C>[CH2:23]([O:22][C:20](=[O:21])[CH2:19][S:16][C:12]1[N:13]=[N:14][S:15][C:11]=1[C:8]1[CH:7]=[CH:6][C:5]([C:2]([CH3:1])([CH3:3])[CH3:4])=[CH:10][CH:9]=1)[CH3:24] |^1:16|. Procedure: A solution of 2.9 g of 5-[4-(1,1-dimethylethyl)phenyl]-1,2,3-thiadiazole-4-thiol, potassium salt in 50 ml of ethanol was stirred overnight with 1.67 g of ethyl bromoacetate, then concentrated in vacuo. The residue was taken up in ether, filtered and evaporated in vacuo. The oily residue was dissolved in dichloromethane and purified as described in Example 50, giving an oil which was crystallized from methylcyclohexane, giving 2.8 g of the desired compound as white needles, mp 62.5°-63.5° C. Prot... The reactants are C(C)(C)(C)N1C[C@H]([C@@H](C1)C1=C(C=C(C=C1)F)F)C(=O)N1CCC(=CC1)C1=C(C=C(C=C1)Cl)CC(=O)OC (Methyl [2-(1-{[(3S,4R)-1-Tert-Butyl-4-(2,4-Difluorophenyl)Pyrrolidin-3-yl]Carbonyl}-1,2,3,6-Tetrahydropyridin-4-yl)-5-Chlorophenyl]Acetate). Reagents/catalysts: [Pt](=O)=O (platinum (IV) oxide). Solvent: C(C)O (ethanol). Reaction conditions: time 15 hour. Yields the product C(C)(C)(C)N1C[C@H]([C@@H](C1)C1=C(C=C(C=C1)F)F)C(=O)N1CCC(CC1)C1=C(C=C(C=C1)Cl)CC(=O)OC (Methyl [2-(1-{[(3S,4R)-1-Tert-Butyl-4-(2,4-Difluorophenyl)Pyrrolidin-3-yl]Carbonyl}Piperidin-4-yl)-5-Chlorophenyl]acetate). Yield: 90.2%. RXN SMILES: [C:1]([N:5]1[CH2:9][C@@H:8]([C:10]2[CH:15]=[CH:14][C:13]([F:16])=[CH:12][C:11]=2[F:17])[C@H:7]([C:18]([N:20]2[CH2:25][CH:24]=[C:23]([C:26]3[CH:31]=[CH:30][C:29]([Cl:32])=[CH:28][C:27]=3[CH2:33][C:34]([O:36][CH3:37])=[O:35])[CH2:22][CH2:21]2)=[O:19])[CH2:6]1)([CH3:4])([CH3:3])[CH3:2]>C(O)C.[Pt](=O)=O>[C:1]([N:5]1[CH2:9][C@@H:8]([C:10]2[CH:15]=[CH:14][C:13]([F:16])=[CH:12][C:11]=2[F:17])[C@H:7]([C:18]([N:20]2[CH2:25][CH2:24][CH:23]([C:26]3[CH:31]=[CH:30][C:29]([Cl:32])=[CH:28][C:27]=3[CH2:33][C:34]([O:36][CH3:37])=[O:35])[CH2:22][CH2:21]2)=[O:19])[CH2:6]1)([CH3:4])([CH3:3])[CH3:2]. Procedure details: A mixture of methyl [2-(1-{[(3S,4R)-1-tert-butyl-4-(2,4-difluorophenyl)pyrrolidin-3-yl]carbonyl}-1,2,3,6-tetrahydropyridin-4-yl)-5-chlorophenyl]acetate (1-8) (2.60 mmol) and platinum (IV) oxide (0.300 g) in ethanol/glacial acetic acid (1:1, 20 mL) was hydrogenated at atmospheric pressure for approximately 15 h. The resulting mixture was filtered through a short column of celite®, eluting copiously with ethanol. The filtrate was evaporated and the residue was partitioned between methylene chlorid...